Task: describe an organic reaction: reactants, conditions, products, and yield. Dataset: the Open Reaction Database (ORD), a public repository of structured organic reaction records Starting materials: CC1(OC[C@@H](O1)CCNC(=O)C1NC(C(C1C1=C(C(=CC=C1)Cl)F)(C#N)C1=C(C=C(C=C1)Cl)F)CC(CCN=[N+]=[N-])(C)C)C (rac-(2R,3S,4R,5S)-5-(4-azido-2,2-dimethyl-butyl)-3-(3-chloro-2-fluoro-phenyl)-4-(4-chloro-2-fluoro-phenyl)-4-cyano-pyrrolidine-2-carboxylic acid [2-((S)-2,2-dimethyl-[1,3]dioxolan-4-yl)-ethyl]-amide). Reagents/catalysts: O=[Pt]=O (PtO2). Run in C(C)(=O)OCC (ethyl acetate). Yields the product CC1(OC[C@@H](O1)CCNC(=O)C1NC(C(C1C1=C(C(=CC=C1)Cl)F)(C#N)C1=C(C=C(C=C1)Cl)F)CC(CCN)(C)C)C (rac-(2R,3S,4R,5S)-5-(4-amino-2,2-dimethyl-butyl)-3-(3-chloro-2-fluoro-phenyl)-4-(4-chloro-2-fluoro-phenyl)-4-cyano-pyrrolidine-2-carboxylic acid [2-((S)-2,2-dimethyl-[1,3]dioxolan-4-yl)-ethyl]-amide). Yield: 97.9%. As a reaction SMILES: [CH3:1][C:2]1([CH3:44])[O:6][C@@H:5]([CH2:7][CH2:8][NH:9][C:10]([CH:12]2[CH:16]([C:17]3[CH:22]=[CH:21][CH:20]=[C:19]([Cl:23])[C:18]=3[F:24])[C:15]([C:27]3[CH:32]=[CH:31][C:30]([Cl:33])=[CH:29][C:28]=3[F:34])([C:25]#[N:26])[CH:14]([CH2:35][C:36]([CH3:43])([CH3:42])[CH2:37][CH2:38][N:39]=[N+]=[N-])[NH:13]2)=[O:11])[CH2:4][O:3]1>C(OCC)(=O)C.O=[Pt]=O>[CH3:1][C:2]1([CH3:44])[O:6][C@@H:5]([CH2:7][CH2:8][NH:9][C:10]([CH:12]2[CH:16]([C:17]3[CH:22]=[CH:21][CH:20]=[C:19]([Cl:23])[C:18]=3[F:24])[C:15]([C:27]3[CH:32]=[CH:31][C:30]([Cl:33])=[CH:29][C:28]=3[F:34])([C:25]#[N:26])[CH:14]([CH2:35][C:36]([CH3:43])([CH3:42])[CH2:37][CH2:38][NH2:39])[NH:13]2)=[O:11])[CH2:4][O:3]1. Procedure: In a manner similar to the method described in Examples 118a, rac-(2R,3S,4R,5S)-5-(4-azido-2,2-dimethyl-butyl)-3-(3-chloro-2-fluoro-phenyl)-4-(4-chloro-2-fluoro-phenyl)-4-cyano-pyrrolidine-2-carboxylic acid [2-((S)-2,2-dimethyl-[1,3]dioxolan-4-yl)-ethyl]-amide prepared in Example 120d (0.5 g, 0.77 mmol) was treated with PtO2 and H2 in ethyl acetate to give rac-(2R,3S,4R,5S)-5-(4-amino-2,2-dimethyl-butyl)-3-(3-chloro-2-fluoro-phenyl)-4-(4-chloro-2-fluoro-phenyl)-4-cyano-pyrrolidine-2-carboxylic a... Reactants: NC1[C@@H]2N(C(C(S2)(C)C)C2=NN=NN2)C1=O (6-amino-2,2-dimethyl-3-(5-tetrazolyl)penam), [OH-].[Na+] (sodium hydroxide), [OH-].[Na+] (sodium hydroxide), O(C1=CC=CC=C1)CC(=O)Cl (phenoxyacetyl chloride). Reaction conditions: temperature 0 celsius, time 30 minute. Product: O(C1=CC=CC=C1)CC(=O)NC1[C@@H]2N(C(C(S2)(C)C)C2=NN=NN2)C1=O (6-(2-Phenoxyacetamido)-2,2-Dimethyl-3-(5-Tetrazolyl)Penam). RXN SMILES: [NH2:1][CH:2]1[C:15](=[O:16])[N:4]2[CH:5]([C:10]3[NH:14][N:13]=[N:12][N:11]=3)[C:6]([CH3:9])([CH3:8])[S:7][C@H:3]12.[OH-].[Na+].[O:19]([CH2:26][C:27](Cl)=[O:28])[C:20]1[CH:25]=[CH:24][CH:23]=[CH:22][CH:21]=1>>[O:19]([CH2:26][C:27]([NH:1][CH:2]1[C:15](=[O:16])[N:4]2[CH:5]([C:10]3[NH:11][N:12]=[N:13][N:14]=3)[C:6]([CH3:8])([CH3:9])[S:7][C@H:3]12)=[O:28])[C:20]1[CH:25]=[CH:24][CH:23]=[CH:22][CH:21]=1 |f:1.2|. Procedure: A stirred slurry of 6-amino-2,2-dimethyl-3-(5-tetrazolyl)penam (480 mg.) inwater (10 ml.) is cooled to 0° C., and then the pH is adjusted to 8.0 using 1N sodium hydroxide. To this solution is then added phenoxyacetyl chloride, (0.25 ml.) in portions, with the pH of the solution being maintained between 7 and 8 during the addition, using 0.1N sodium hydroxide. The solution is stirred a further 30 minutes at 0° C. at pH 8. It is then extracted with chloroform, and the extracts are discarded. The a... Starting materials: CC(C)(C)OC(N(C)CC[C@@H](C1=CC=CC=C1)O)=O ([(3S)-3-hydroxy-3-phenylpropyl]methylcarbamic acid 1,1-dimethylethyl ester), ClC=1C=CC(=C(C1)O)[N+](=O)[O-] (5-chloro-2-nitrophenol). Yields the product ClC=1C=CC(=C(O[C@H](CCN(C(OC(C)(C)C)=O)C)C2=CC=CC=C2)C1)[N+](=O)[O-] ([(3R)-3-(5-Chloro-2-nitrophenoxy)-3-phenylpropyl]methylcarbamic acid, 1,1-dimethylethyl ester). RXN SMILES: [CH3:1][C:2]([O:5][C:6](=[O:19])[N:7]([CH2:9][CH2:10][C@H:11]([OH:18])[C:12]1[CH:17]=[CH:16][CH:15]=[CH:14][CH:13]=1)[CH3:8])([CH3:4])[CH3:3].[Cl:20][C:21]1[CH:22]=[CH:23][C:24]([N+:28]([O-:30])=[O:29])=[C:25](O)[CH:26]=1>>[Cl:20][C:21]1[CH:26]=[CH:25][C:24]([N+:28]([O-:30])=[O:29])=[C:23]([CH:22]=1)[O:18][C@@H:11]([C:12]1[CH:13]=[CH:14][CH:15]=[CH:16][CH:17]=1)[CH2:10][CH2:9][N:7]([CH3:8])[C:6](=[O:19])[O:5][C:2]([CH3:1])([CH3:3])[CH3:4]. Procedure: This was prepared by the method of Example 20(a) using [(3S)-3-hydroxy-3-phenylpropyl]methylcarbamic acid 1,1-dimethylethyl ester and 5-chloro-2-nitrophenol. The reactants are CC(=O)OC(C)=O, CC(=O)O, Cl, Cl, CC(N)Cc1cccc(N)c1, CC(N)Cc1cccc(N)c1. The product is Cl, CC(=O)Nc1cccc(CC(C)N)c1. RXN SMILES: [C:25]([CH3:26])(=[O:27])[O:28][C:29](=[O:30])[CH3:31].[CH3:32][C:33](=[O:34])[OH:35].[ClH:12].[ClH:13].[NH2:14][c:15]1[cH:16][c:17]([CH2:18][CH:19]([NH2:20])[CH3:21])[cH:22][cH:23][cH:24]1.[NH2:1][c:2]1[cH:3][c:4]([CH2:8][CH:9]([CH3:10])[NH2:11])[cH:5][cH:6][cH:7]1>>[ClH:12].[NH:1]([c:2]1[cH:3][c:4]([CH2:8][CH:9]([CH3:10])[NH2:11])[cH:5][cH:6][cH:7]1)[C:25]([CH3:26])=[O:27].